From a dataset of the Open Reaction Database (ORD), a public repository of structured organic reaction records. describe an organic reaction: reactants, conditions, products, and yield The reactants are Cl, [N-]=[N+]=NCC1Cc2cccc(-c3cccc(Cl)c3)c2O1. Product: NCC1Cc2cccc(-c3cccc(Cl)c3)c2O1. Reaction SMILES: [ClH:21].[N:1](=[N+:2]=[N-:3])[CH2:4][CH:5]1[O:6][c:7]2[c:8]([cH:10][cH:11][cH:12][c:13]2-[c:14]2[cH:15][c:16]([Cl:20])[cH:17][cH:18][cH:19]2)[CH2:9]1>>[NH2:1][CH2:4][CH:5]1[O:6][c:7]2[c:8]([cH:10][cH:11][cH:12][c:13]2-[c:14]2[cH:15][c:16]([Cl:20])[cH:17][cH:18][cH:19]2)[CH2:9]1.